describe an organic reaction: reactants, conditions, products, and yield From a dataset of the Open Reaction Database (ORD), a public repository of structured organic reaction records. Procedure details: A solution of [(S)-1-(6-cyano-1-phenyl-1H-benzoimidazol-2-yl)ethyl]carbamic acid tertbutyl ester (1.97 mmol) in TFA (3 mL) was stirred at RT for 30 min. Volatiles were removed under reduced pressure and the resulting residue was loaded onto an Isolute® SCX-2 cartridge. The cartridge was washed with MeOH and the product eluted with 2M NH3/MeOH. The product was further purified by column chromatography (Si—PCC, gradient 0-10% MeOH in DCM) affording 2-((S)-1-Aminoethyl)-3-phenyl-3H-benzoimidazole-5... Starting materials: C(C)(C)(C)OC(N[C@@H](C)C1=NC2=C(N1C1=CC=CC=C1)C=C(C=C2)C#N)=O ([(S)-1-(6-cyano-1-phenyl-1H-benzoimidazol-2-yl)ethyl]carbamic acid tertbutyl ester). The solvent is C(=O)(C(F)(F)F)O (TFA). Yields the product N[C@@H](C)C=1N(C2=C(N1)C=CC(=C2)C#N)C2=CC=CC=C2 (2-((S)-1-Aminoethyl)-3-phenyl-3H-benzoimidazole-5-carbonitrile). Reaction SMILES: C(OC(=O)[NH:7][C@H:8]([C:10]1[N:14]([C:15]2[CH:20]=[CH:19][CH:18]=[CH:17][CH:16]=2)[C:13]2[CH:21]=[C:22]([C:25]#[N:26])[CH:23]=[CH:24][C:12]=2[N:11]=1)[CH3:9])(C)(C)C>C(O)(C(F)(F)F)=O>[NH2:7][C@H:8]([C:10]1[N:14]([C:15]2[CH:20]=[CH:19][CH:18]=[CH:17][CH:16]=2)[C:13]2[CH:21]=[C:22]([C:25]#[N:26])[CH:23]=[CH:24][C:12]=2[N:11]=1)[CH3:9]. Starting materials: C1CCOC1, N#CCc1c[nH]c2ccc(-c3ccc(C(F)(F)F)cc3)cc12, [H-], CI, [Na+]. Reaction SMILES: [CH2:27]1[O:28][CH2:29][CH2:30][CH2:31]1.[F:1][C:2]([c:3]1[cH:4][cH:5][c:6](-[c:9]2[cH:10][c:11]3[c:12]([CH2:18][C:19]#[N:20])[cH:13][nH:14][c:15]3[cH:16][cH:17]2)[cH:7][cH:8]1)([F:21])[F:22].[H-:23].[I:25][CH3:26].[Na+:24]>>[F:1][C:2]([c:3]1[cH:4][cH:5][c:6](-[c:9]2[cH:10][c:11]3[c:12]([CH2:18][C:19]#[N:20])[cH:13][n:14]([CH3:26])[c:15]3[cH:16][cH:17]2)[cH:7][cH:8]1)([F:21])[F:22]. Yields the product Cn1cc(CC#N)c2cc(-c3ccc(C(F)(F)F)cc3)ccc21. RXN SMILES: [Br-:1].[Br:11][c:12]1[cH:13][cH:14][c:15]([CH:16]=[O:17])[cH:18][cH:19]1.[CH2:20]1[O:21][CH2:22][CH2:23][CH2:24]1.[O:2]1[CH:3]([CH2:8][CH2:9][Mg+:10])[O:4][CH2:5][CH2:6][CH2:7]1>>[O:2]1[CH:3]([CH2:8][CH2:9][CH:16]([c:15]2[cH:14][cH:13][c:12]([Br:11])[cH:19][cH:18]2)[OH:17])[O:4][CH2:5][CH2:6][CH2:7]1. The product is OC(CCC1OCCCO1)c1ccc(Br)cc1. Reactants: [Br-], O=Cc1ccc(Br)cc1, C1CCOC1, [Mg+]CCC1OCCCO1. The reactants are CCOC(=O)c1cc(=O)n2nc(-c3ccccc3)cc2[nH]1, CCOC(=O)c1cc(Cl)n2nccc2n1. Product: CCOC(=O)c1cc(Cl)n2nc(-c3ccccc3)cc2n1. As a reaction SMILES: [CH2:1]([CH3:2])[O:3][C:4](=[O:5])[c:6]1[nH:7][c:8]2[n:9]([c:10](=[O:12])[cH:11]1)[n:13][c:14](-[c:16]1[cH:17][cH:18][cH:19][cH:20][cH:21]1)[cH:15]2.[CH2:22]([O:23][C:24]([c:25]1[cH:26][c:27]([Cl:33])[n:28]2[n:29][cH:30][cH:31][c:32]2[n:34]1)=[O:35])[CH3:36]>>[CH2:1]([CH3:2])[O:3][C:4](=[O:5])[c:6]1[n:7][c:8]2[n:9]([c:10]([Cl:33])[cH:11]1)[n:13][c:14](-[c:16]1[cH:17][cH:18][cH:19][cH:20][cH:21]1)[cH:15]2.